From a dataset of the Open Reaction Database (ORD), a public repository of structured organic reaction records. describe an organic reaction: reactants, conditions, products, and yield Starting materials: C1(CC1)COC1=C(C=CC=C1CC)/C=C/C=1N=C2N(C(C1)=O)C=CS2 (7-{(E)-2-[2-(Cyclopropylmethoxy)-3-ethylphenyl]vinyl}-5H-[1,3]thiazolo[3,2-a]pyrimidin-5-one), intermediate, IN1C(CCC1=O)=O (N-iodosuccinimide). The solvent is C(C)#N (acetonitrile), O (water). Conditions: temperature 60 celsius, time 4 hour. Yields the product C1(CC1)COC1=C(C=CC=C1CC)/C=C/C=1N=C2N(C(C1I)=O)C=CS2 (7-{(E)-2-[2-(Cyclopropylmethoxy)-3-ethylphenyl]vinyl}-6-iodo-5H-[1,3]thiazolo[3,2-a]pyrimidin-5-one). As a reaction SMILES: [CH:1]1([CH2:4][O:5][C:6]2[C:11]([CH2:12][CH3:13])=[CH:10][CH:9]=[CH:8][C:7]=2/[CH:14]=[CH:15]/[C:16]2[N:17]=[C:18]3[S:25][CH:24]=[CH:23][N:19]3[C:20](=[O:22])[CH:21]=2)[CH2:3][CH2:2]1.[I:26]N1C(=O)CCC1=O>C(#N)C.O>[CH:1]1([CH2:4][O:5][C:6]2[C:11]([CH2:12][CH3:13])=[CH:10][CH:9]=[CH:8][C:7]=2/[CH:14]=[CH:15]/[C:16]2[N:17]=[C:18]3[S:25][CH:24]=[CH:23][N:19]3[C:20](=[O:22])[C:21]=2[I:26])[CH2:2][CH2:3]1. Reported procedure: To a solution of Step 3 intermediate (3.89 g, 10.72 mmol) was added N-iodosuccinimide (2.69 g, 11.79 mmol) in acetonitrile at room temperature. The reaction temperature was then raised to 60° C. and stirred for 4 h. The reaction mixture was then cooled to room temperature, diluted with water and stirred for 20 min. The filtered solid was washed with water and dried to afford 5.19 g of the desired compound; 1H NMR (300 MHz, CDCl3) δ 0.32-0.33 (m, 2H), 0.54-0.56 (d, J=7.2 Hz, 2H), 1.22 (br s, 1H),... The reactants are C([O-])([O-])=O.[Cs+].[Cs+] (cesium carbonate), C(C)(C)(C)[Si](OC1=CC=C2C=C(NC2=C1)B(O)O)(C)C (6-(tert-butyl-dimethyl-silanoxy)-1H-indole-2-boronic acid), Intermediate ( 74 ), C(C)(C)(C)OC(=O)N1N=C(C2=C1C=C(S2)C(O[SiH2]C(C)(C)C)(C)C)I (5-(tert-butyl-dimethyl-silanyloxymethyl)-3-iodo-thieno[3,2-c]pyrazole-1-carboxylic acid tert-butyl ester), C(C)(C)(C)OC(=O)N1N=C(C2=C1C=C(S2)C(O[SiH2]C(C)(C)C)(C)C)I (5-(tert-butyl-dimethyl-silanyloxymethyl)-3-iodo-thieno[3,2-c]pyrazole-1-carboxylic acid tert-butyl ester). Reagents/catalysts: C1=CC=C(C=C1)P([C-]2C=CC=C2)C3=CC=CC=C3.C1=CC=C(C=C1)P([C-]2C=CC=C2)C3=CC=CC=C3.Cl[Pd]Cl.[Fe+2] ([1,1′-bis(diphenylphosphino)-ferrocene]dichloropalladium(II)). Run in O1CCOCC1 (1,4-dioxane). Run at temperature 80 celsius, time 1 hour. Product: C(C)(C)(C)OC(=O)N1C(=CC2=CC=C(C=C12)O[Si](C)(C)C(C)(C)C)C=1C2=C(N(N1)C(=O)OC(C)(C)C)C=C(S2)C(O[SiH2]C(C)(C)C)(C)C (2-[1-tert-butoxycarbonyl-5-(tert-butyl-dimethyl-silanyloxymethyl)-1H-thieno[3,2-c]pyrazol-3-yl]-6-(tert-butyl-dimethyl-silanyloxy)-indole-1-carboxylic acid tert-butyl ester). Yield: 76.0%. Reaction SMILES: [C:1]([Si:5]([CH3:20])([CH3:19])[O:6][C:7]1[CH:15]=[C:14]2[C:10]([CH:11]=[C:12](B(O)O)[NH:13]2)=[CH:9][CH:8]=1)([CH3:4])([CH3:3])[CH3:2].[C:21]([O:25][C:26]([N:28]1[C:32]2[CH:33]=[C:34]([C:36]([CH3:44])([CH3:43])[O:37][SiH2:38][C:39]([CH3:42])([CH3:41])[CH3:40])[S:35][C:31]=2[C:30](I)=[N:29]1)=[O:27])([CH3:24])([CH3:23])[CH3:22].[C:46](=[O:49])([O-])[O-:47].[Cs+].[Cs+]>O1CCOCC1.C1C=CC(P(C2C=CC=CC=2)[C-]2C=CC=C2)=CC=1.C1C=CC(P(C2C=CC=CC=2)[C-]2C=CC=C2)=CC=1.Cl[Pd]Cl.[Fe+2]>[C:1]([O:47][C:46]([N:13]1[C:14]2[C:10](=[CH:9][CH:8]=[C:7]([O:6][Si:5]([C:1]([CH3:4])([CH3:3])[CH3:2])([CH3:20])[CH3:19])[CH:15]=2)[CH:11]=[C:12]1[C:30]1[C:31]2[S:35][C:34]([C:36]([CH3:44])([CH3:43])[O:37][SiH2:38][C:39]([CH3:42])([CH3:41])[CH3:40])=[CH:33][C:32]=2[N:28]([C:26]([O:25][C:21]([CH3:24])([CH3:23])[CH3:22])=[O:27])[N:29]=1)=[O:49])([CH3:4])([CH3:3])[CH3:2] |f:2.3.4,6.7.8.9|. Procedure: To a solution of 6-(tert-butyl-dimethyl-silanoxy)-1H-indole-2-boronic acid [3.57 g, 9.13 mmol, Intermediate (74), prepared by the application of method described in Example 4-6 of International Patent Application Publication No. WO 02/32861] and 5-(tert-butyl-dimethyl-silanyloxymethyl)-3-iodo-thieno[3,2-c]pyrazole-1-carboxylic acid tert-butyl ester [3.47 g, 7.02 mmol, Intermediate (73)] in solution in 1,4-dioxane (60 mL) was added [1,1′-bis(diphenylphosphino)-ferrocene]dichloropalladium(II) (com...